describe an organic reaction: reactants, conditions, products, and yield From a dataset of the Open Reaction Database (ORD), a public repository of structured organic reaction records. Reactants: O=C(CCCCCCCCC)OC=1C=C(C=CC1OC(CCCCCCCCC)=O)[N+](=O)[O-] (3,4-bis[(1-oxodecyl)oxy]nitrobenzene), [H][H] (hydrogen). Reagents/catalysts: [Pd] (palladium on carbon). Run in C(C)(=O)OCC (ethyl acetate), C1CCOC1 (THF). Yields the product O=C(CCCCCCCCC)OC=1C=C(C=CC1OC(CCCCCCCCC)=O)N (3,4-bis[(1-oxodecyl)oxy]benzenamine). Isolated yield 92.2%. RXN SMILES: [O:1]=[C:2]([O:12][C:13]1[CH:14]=[C:15]([N+:31]([O-])=O)[CH:16]=[CH:17][C:18]=1[O:19][C:20](=[O:30])[CH2:21][CH2:22][CH2:23][CH2:24][CH2:25][CH2:26][CH2:27][CH2:28][CH3:29])[CH2:3][CH2:4][CH2:5][CH2:6][CH2:7][CH2:8][CH2:9][CH2:10][CH3:11].[H][H]>[Pd].C(OCC)(=O)C.C1COCC1>[O:1]=[C:2]([O:12][C:13]1[CH:14]=[C:15]([NH2:31])[CH:16]=[CH:17][C:18]=1[O:19][C:20](=[O:30])[CH2:21][CH2:22][CH2:23][CH2:24][CH2:25][CH2:26][CH2:27][CH2:28][CH3:29])[CH2:3][CH2:4][CH2:5][CH2:6][CH2:7][CH2:8][CH2:9][CH2:10][CH3:11]. Procedure: A mixture of 2.9 g of 3,4-bis[(1-oxodecyl)oxy]nitrobenzene and 0.5 g of 10% palladium on carbon in 50 ml of ethyl acetate and 10 ml of THF was stirred in a hydrogen atmosphere at room temperature for 5 hours when uptake ceased. The catalyst was removed by filtration and the filtrate was concentrated to an oil which was crystallized from ethyl acetate-hexane to give 2.5 g (92% yield, mp 44°-46°) of 3,4-bis[(1-oxodecyl)oxy]benzenamine. Yield: 41.0%. Procedure details: Pd/C (10% by wt, 0.090 g) was added to a degassed solution of 2-{(E)-2-[3-amino-5-(trifluoromethyl)phenyl]vinyl}-1H-isoindole-1,3(2H)-dione (0.900 g, 2.71 mmol) in EtOH (56 mL) and THF (40 mL). The mixture was hydrogenated (50 psi) at rt until LC/MS indicated reaction was complete. The mixture was filtered through Celite and the filtrate was concentrated. The residue was purified by column chromatography (SiO2, 1:1 EtOAc:hexanes) to afford the desired product as a white solid (0.371 g, 40%). LCM... Run in CCO (EtOH), C1CCOC1 (THF). Yields the product NC=1C=C(C=C(C1)C(F)(F)F)CCN1C(C2=CC=CC=C2C1=O)=O (2-{2-[3-amino-5-(trifluoromethyl)phenyl]ethyl}-1H-isoindole-1,3(2H)-dione). The reagents and catalysts are [Pd] (Pd/C). The reactants are NC=1C=C(C=C(C1)C(F)(F)F)/C=C/N1C(C2=CC=CC=C2C1=O)=O (2-{(E)-2-[3-amino-5-(trifluoromethyl)phenyl]vinyl}-1H-isoindole-1,3(2H)-dione). RXN SMILES: [NH2:1][C:2]1[CH:3]=[C:4](/[CH:12]=[CH:13]/[N:14]2[C:22](=[O:23])[C:21]3[C:16](=[CH:17][CH:18]=[CH:19][CH:20]=3)[C:15]2=[O:24])[CH:5]=[C:6]([C:8]([F:11])([F:10])[F:9])[CH:7]=1>CCO.C1COCC1.[Pd]>[NH2:1][C:2]1[CH:3]=[C:4]([CH2:12][CH2:13][N:14]2[C:22](=[O:23])[C:21]3[C:16](=[CH:17][CH:18]=[CH:19][CH:20]=3)[C:15]2=[O:24])[CH:5]=[C:6]([C:8]([F:9])([F:10])[F:11])[CH:7]=1. Starting materials: [H-].[Na+] (sodium hydride), OC1=C(C#N)C=CC(=C1)OCC1=CC=CC=C1 (2-hydroxy-4-(phenylmethoxy)benzonitrile), BrCC(=O)OCC (ethyl bromoacetate). Solvent: O1CCCC1 (tetrahydrofuran), CN(C=O)C (dimethylformamide). Reaction conditions: time 30 minute. Product: C(#N)C1=C(OCC(=O)OCC)C=C(C=C1)OCC1=CC=CC=C1 (Ethyl 2-cyano-5-(phenylmethoxy)phenoxyacetate). Yield: 80.3%. Reaction SMILES: [H-].[Na+].[OH:3][C:4]1[CH:11]=[C:10]([O:12][CH2:13][C:14]2[CH:19]=[CH:18][CH:17]=[CH:16][CH:15]=2)[CH:9]=[CH:8][C:5]=1[C:6]#[N:7].Br[CH2:21][C:22]([O:24][CH2:25][CH3:26])=[O:23]>O1CCCC1.CN(C)C=O>[C:6]([C:5]1[CH:8]=[CH:9][C:10]([O:12][CH2:13][C:14]2[CH:19]=[CH:18][CH:17]=[CH:16][CH:15]=2)=[CH:11][C:4]=1[O:3][CH2:21][C:22]([O:24][CH2:25][CH3:26])=[O:23])#[N:7] |f:0.1|. Procedure: 9.7 g (0.20 mol) of 50% sodium hydride are slowly added portionwise to a solution of 46 g (0.20 mol) of 2-hydroxy-4-(phenylmethoxy)benzonitrile in a mixture of 450 ml of tetrahydrofuran and 450 ml of dimethylformamide. The mixture is stirred for 30 minutes and then 22.4 ml (0.20 mol) of ethyl bromoacetate are added dropwise. Reaction is allowed to take place for 30 minutes, the reaction mixture is then poured into ice-cold water and the product is extracted with ethyl acetate. The organic phase ... Reactants: OC1CN(CCC1C1=CC=C(C=C1)OCCCOC=1C=C(C=CC1)C)C(=O)OC(C)(C)C (tert-butyl 3-hydroxy-4-[4-(3-m-tolyloxypropoxy)phenyl]piperidine-1-carboxylate), ClCC=1C=CC2=C(N(C(CO2)=O)CCCOC)C1 (6-chloromethyl-4-(3-methoxypropyl)-4H-benzo[1,4]oxazin-3-one). The product is COCCCN1C(COC2=C1C=C(C=C2)COC2CN(CCC2C2=CC=C(C=C2)OCCCOC=2C=C(C=CC2)C)C(=O)OC(C)(C)C)=O (tert-Butyl 3-[4-(3-methoxypropyl)-3-oxo-3,4-dihydro-2H-benzo[1,4]oxazin-6-ylmethoxy]-4-[4-(3-m-tolyloxypropoxy)phenyl]piperidine-1-carboxylate). Reaction SMILES: [OH:1][CH:2]1[CH:7]([C:8]2[CH:13]=[CH:12][C:11]([O:14][CH2:15][CH2:16][CH2:17][O:18][C:19]3[CH:20]=[C:21]([CH3:25])[CH:22]=[CH:23][CH:24]=3)=[CH:10][CH:9]=2)[CH2:6][CH2:5][N:4]([C:26]([O:28][C:29]([CH3:32])([CH3:31])[CH3:30])=[O:27])[CH2:3]1.Cl[CH2:34][C:35]1[CH:36]=[CH:37][C:38]2[O:43][CH2:42][C:41](=[O:44])[N:40]([CH2:45][CH2:46][CH2:47][O:48][CH3:49])[C:39]=2[CH:50]=1>>[CH3:49][O:48][CH2:47][CH2:46][CH2:45][N:40]1[C:39]2[CH:50]=[C:35]([CH2:34][O:1][CH:2]3[CH:7]([C:8]4[CH:9]=[CH:10][C:11]([O:14][CH2:15][CH2:16][CH2:17][O:18][C:19]5[CH:20]=[C:21]([CH3:25])[CH:22]=[CH:23][CH:24]=5)=[CH:12][CH:13]=4)[CH2:6][CH2:5][N:4]([C:26]([O:28][C:29]([CH3:32])([CH3:31])[CH3:30])=[O:27])[CH2:3]3)[CH:36]=[CH:37][C:38]=2[O:43][CH2:42][C:41]1=[O:44]. Procedure details: Analogously to Method D, 1.10 g of tert-butyl 3-hydroxy-4-[4-(3-m-tolyloxypropoxy)phenyl]piperidine-1-carboxylate and 0.693 g 6-chloromethyl-4-(3-methoxypropyl)-4H-benzo[1,4]oxazin-3-one (Example 2a) are reacted. The title compound is obtained as a colourless oil. Rf=0.60 (1:1 EtOAc-heptane); Rt=6.14. Solvent: C(C)(=O)OCC (ethyl acetate). Run at temperature 100 celsius, time 10 hour. RXN SMILES: C[N:2]1C(=O)CCC1.N.Br[C:10]1[CH:18]=[C:17]([CH3:19])[C:16]2[C:12](=[CH:13][N:14]([CH2:20][CH3:21])[N:15]=2)[CH:11]=1>C(OCC)(=O)C.[Cu](I)I>[CH2:20]([N:14]1[CH:13]=[C:12]2[C:16]([C:17]([CH3:19])=[CH:18][C:10]([NH2:2])=[CH:11]2)=[N:15]1)[CH3:21]. Reagents/catalysts: [Cu](I)I (copper iodide). Reactants: CN1CCCC1=O (NMP), N (ammonia), BrC1=CC2=CN(N=C2C(=C1)C)CC (5-bromo-2-ethyl-7-methyl-2H-indazole). Reported procedure: Copper oxide (I) (60 mg), NMP (2 mL), and concentrated aqueous ammonia (2 mL) were added to 5-bromo-2-ethyl-7-methyl-2H-indazole obtained in the above-described Step 1 (446 mg), and the reaction solution was stirred in a microwave reactor at 100° C. for 10 hours. The reaction solution was cooled to room temperature, and diluted with ethyl acetate. Thereafter, the reaction solution was washed successively with water four times and then with a saturated saline solution. After drying over anhydrous... The product is C(C)N1N=C2C(=CC(=CC2=C1)N)C (2-ethyl-7-methyl-2H-indazol-5-amine). Reactants: [H-].[Na+] (Sodium hydride), ClC1=CNC2=CC=C3C(=C12)C(N(CCO3)C(=O)OC(C)(C)C)C (tert-Butyl 10-chloro-1-methyl-1,3,4,8-tetrahydro-2H-[1,4]oxazepino[6,7-e]indole-2-carboxylate), ClC1=CNC2=CC=C3C(=C12)C(N(CCO3)C(=O)OC(C)(C)C)C (tert-Butyl 10-chloro-1-methyl-1,3,4,8-tetrahydro-2H-[1,4]oxazepino[6,7-e]indole-2-carboxylate), C1(=CC=CC=C1)S(=O)(=O)Cl (benzenesulfonyl chloride), C(=O)(C(F)(F)F)O (TFA). Run in CN(C)C=O (DMF). Reaction conditions: time 30 minute. The product is FC(C(=O)O)(F)F.ClC1=CN(C2=CC=C3C(=C12)C(NCCO3)C)S(=O)(=O)C3=CC=CC=C3 (10-Chloro-1-methyl-8-(phenylsulfonyl)-1,3,4,8-tetrahydro-2H-[1,4]oxazepino[6,7-e]indole trifluoroacetate). As a reaction SMILES: [H-].[Na+].[Cl:3][C:4]1[C:12]2[C:7](=[CH:8][CH:9]=[C:10]3[O:17][CH2:16][CH2:15][N:14](C(OC(C)(C)C)=O)[CH:13]([CH3:25])[C:11]3=2)[NH:6][CH:5]=1.[C:26]1([S:32](Cl)(=[O:34])=[O:33])[CH:31]=[CH:30][CH:29]=[CH:28][CH:27]=1.[C:36]([OH:42])([C:38]([F:41])([F:40])[F:39])=[O:37]>CN(C=O)C>[F:39][C:38]([F:41])([F:40])[C:36]([OH:42])=[O:37].[Cl:3][C:4]1[C:12]2[C:7](=[CH:8][CH:9]=[C:10]3[O:17][CH2:16][CH2:15][NH:14][CH:13]([CH3:25])[C:11]3=2)[N:6]([S:32]([C:26]2[CH:31]=[CH:30][CH:29]=[CH:28][CH:27]=2)(=[O:34])=[O:33])[CH:5]=1 |f:0.1,6.7|. Reported procedure: Sodium hydride (60% in mineral oil, 0.010 g, 0.42 mmol) was added to tert-butyl 10-chloro-1-methyl-1,3,4,8-tetrahydro-2H-[1,4]oxazepino[6,7-e]indole-2-carboxylate (Intermediate 43, 18 mg, 0.050 mmol) and benzenesulfonyl chloride (0.030 mL, 0.23 mmol) in DMF (2 mL). The mixture was was stirred at room temperature for 30 minutes. TFA (0.50 mL) was added to the reaction mixture and the solvent was evaporated. The residue was dissolved in DCM (1 mL) and TFA (1 mL) was added. The reaction mixture was... Starting materials: CS(=O)(=O)C1=NN=C(S1)C=1C=C2C=CN(C2=CC1)C(=O)[O-] (5-(5-(methylsulfonyl)-1,3,4-thiadiazol-2-yl)-1H-indole-1-carboxylate), CN (methylamine), CCOC(=O)C (EtOAc). Run in CS(=O)C (DMSO). Conditions: temperature 110 celsius. Yields the product N1C=CC2=CC(=CC=C12)C1=NN=C(S1)NC (5-(1H-indol-5-yl)-N-methyl-1,3,4-thiadiazol-2-amine). Isolated yield 78.0%. RXN SMILES: CS([C:5]1[S:9][C:8]([C:10]2[CH:11]=[C:12]3[C:16](=[CH:17][CH:18]=2)[N:15](C([O-])=O)[CH:14]=[CH:13]3)=[N:7][N:6]=1)(=O)=O.[CH3:22][NH2:23].CCOC(C)=O>CS(C)=O>[NH:15]1[C:16]2[C:12](=[CH:11][C:10]([C:8]3[S:9][C:5]([NH:23][CH3:22])=[N:6][N:7]=3)=[CH:18][CH:17]=2)[CH:13]=[CH:14]1. Reported procedure: To a mixture of 5-(5-(methylsulfonyl)-1,3,4-thiadiazol-2-yl)-1H-indole-1-carboxylate (8 g, 21.11 mmol) in a sealed tube was added methylamine in DMSO (80 mL). The reaction was heated at 110° C. for 1 h and ice-cold water and EtOAc was added. The organic layer was separated and the aqueous layer was extracted with EtOAc. The combined organic layers were dried, filtered and concentrated. The residue was purified with silica gel chromatography (eluting with 40% EtOAc in Hex) to give 5-(1H-indol-5-y...